Dataset: the Open Reaction Database (ORD), a public repository of structured organic reaction records. Task: describe an organic reaction: reactants, conditions, products, and yield Starting materials: N-(2-diethylamino-ethyl)-5-iodo-2-methoxy-4-propionylylamino-benzamide, C(C)N(CCNC(C1=C(C=C(C(=C1)I)NC(CN(C)CCO)=O)OC)=O)CC (N-(2-diethylamino-ethyl)-4-{2-[(2-hydroxy-ethyl)-methyl-amino]-acetylamino}-5-iodo-2-methoxy-benzamide), C(C)N(CCNC(C1=C(C(=C(C(=C1)I)C(=O)O)NC(C)=O)OC)=O)CC (N-(2-diethylamino-ethyl)-4-carboxy-acetylamino-5-iodo-2-methoxy-benzamide), C(C)N(CCNC(C1=C(C=C(C(=C1)I)NC(CCO)=O)OC)=O)CC (N-(2-diethylamino-ethyl)-4-(3-hydroxy-propionylamino)-5-iodo-2-methoxy-benzamide), C(C)N(CCNC(C1=C(C=C(C(=C1)I)NS(=O)(=O)C)OC)=O)CC (N-(2-diethylamino-ethyl)-5-iodo-4-methanesulfonylamino-2-methoxy-benzamide), C(C)N(CCNC(C1=C(C=C(C(=C1)I)NS(=O)(=O)CCCC)OC)=O)CC (N-(2-diethylamino-ethyl)-5-iodo-4-butanesulfonylamino-2-methoxy-benzamide), C(C)N(CCNC(=O)C1=CC(=C(C=C1OC)NC(=O)C1N(CC(C1)O)C)I)CC (4-hydroxy-1-methyl-pyrrolidine-2-carboxylic acid [4-(2-diethylamino-ethylcarbamoyl)-2-iodo-5-methoxy-phenyl]-amide), C(C)N(CCNC(C1=C(C=C(C(=C1)I)NC(C(C)(C)C)=O)OC)=O)CC (N-(2-diethylamino-ethyl)-4-(2,2-dimethyl-propionylamino)-5-iodo-2-methoxy-benzamide), C(C)N(CCNC(C1=C(C=C(C(=C1)I)NC(CO)=O)OC)=O)CC (N-(2-diethylamino-ethyl)-4-(2-hydroxy-acetylamino)-5-iodo-2-methoxy-benzamide), C(C)N(CCNC(C1=C(C=C(C(=C1)I)NC(CN1CCOCC1)=O)OC)=O)CC (N-(2-diethylamino-ethyl)-5-iodo-2-methoxy-4-(2-morpholin-4-yl-acetylamino)-benzamide). Product: C(C)N(CCNC(=O)C1=CC(=C(C=C1OC)NC(=O)C1=CC2=C(OCO2)C=C1)I)CC (Benzo[1,3]dioxole-5-carboxylic acid [4-(2-diethylamino-ethylcarbamoyl)-2-iodo-5-methoxy-phenyl]-amide). Reaction SMILES: [CH2:1]([N:3]([CH2:25][CH3:26])[CH2:4][CH2:5][NH:6][C:7](=[O:24])[C:8]1[CH:13]=[C:12]([I:14])[C:11]([NH:15][C:16](=[O:21])[C:17]([CH3:20])(C)[CH3:18])=[CH:10][C:9]=1[O:22][CH3:23])[CH3:2].C(N(CC)CCNC(=O)C1C=C(I)[C:37](NC(=O)CO)=[CH:36][C:35]=1[O:46][CH3:47])C.C(N(CC)CCNC(=O)C1C=C(I)C(NC(=O)CC[OH:69])=CC=1OC)C.C(N(CC)CCNC(=O)C1C=C(I)C(NC(=O)CN(CCO)C)=CC=1OC)C.C(N(CC)CCNC(=O)C1C=C(I)C(NC(=O)CN2CCOCC2)=CC=1OC)C.C(N(CC)CCNC(C1C(OC)=CC(NC(C2CC(O)CN2C)=O)=C(I)C=1)=O)C.C(N(CC)CCNC(=O)C1C=C(I)C(NS(C)(=O)=O)=CC=1OC)C.C(N(CC)CCNC(=O)C1C=C(I)C(NS(CCCC)(=O)=O)=CC=1OC)C.C(N(CC)CCNC(=O)C1C=C(I)C(C(O)=O)=C(NC(=O)C)C=1OC)C>>[CH2:1]([N:3]([CH2:25][CH3:26])[CH2:4][CH2:5][NH:6][C:7]([C:8]1[C:9]([O:22][CH3:23])=[CH:10][C:11]([NH:15][C:16]([C:17]2[CH:20]=[CH:37][C:36]3[O:69][CH2:47][O:46][C:35]=3[CH:18]=2)=[O:21])=[C:12]([I:14])[CH:13]=1)=[O:24])[CH3:2]. Procedure: Produced analogously are: N-(2-diethylamino-ethyl)-5-iodo-2-methoxy-4-propionylylamino-benzamide; N-(2-diethylamino-ethyl)-4-(2,2-dimethyl-propionylamino)-5-iodo-2-methoxy-benzamide; N-(2-diethylamino-ethyl)-4-(2-hydroxy-acetylamino)-5-iodo-2-methoxy-benzamide; N-(2-diethylamino-ethyl)-4-(3-hydroxy-propionylamino)-5-iodo-2-methoxy-benzamide; N-(2-diethylamino-ethyl)-4-{2-[(2-hydroxy-ethyl)-methyl-amino]-acetylamino}-5-iodo-2-methoxy-benzamide; N-(2-diethylamino-ethyl)-5-iodo-2-methoxy-4-(2-morph... The reactants are ICl (Iodine monochloride), [N+](=O)([O-])C=1C(=C(N)C=CC1)Cl (3-nitro-2-chloroaniline), S(=O)([O-])[O-].[Na+].[Na+] (sodium sulphite). Solvent: C(C)(=O)O (acetic acid). Conditions: temperature 70 celsius, time 4 hour. The product is IC1=C(C(=C(N)C=C1)Cl)[N+](=O)[O-] (4-Iodo-3-nitro-2-chloroaniline). As a reaction SMILES: [I:1]Cl.[N+:3]([C:6]1[C:7]([Cl:13])=[C:8]([CH:10]=[CH:11][CH:12]=1)[NH2:9])([O-:5])=[O:4].S([O-])([O-])=O.[Na+].[Na+]>C(O)(=O)C>[I:1][C:12]1[CH:11]=[CH:10][C:8]([NH2:9])=[C:7]([Cl:13])[C:6]=1[N+:3]([O-:5])=[O:4] |f:2.3.4|. Procedure details: Iodine monochloride (1.25 ml) was added to a solution of 3-nitro-2-chloroaniline (4265 mg) in glacial acetic acid (40 ml). The mixture was stirred for four hours at 70° C. After the mixture was allowed to cool to ambient temperature, saturated sodium sulphite solution (100 ml) was added. The solution was extracted with EtOAc (200 ml), volatile material was removed by evaporation and the residue was redissolved in EtOAc (150 ml), washed with saturated sodium bicarbonate solution (75 ml), brine (7...